Dataset: the Open Reaction Database (ORD), a public repository of structured organic reaction records. Task: describe an organic reaction: reactants, conditions, products, and yield Starting materials: C(C=C)SC1=NSC(=N1)Cl (3-allylthio-5-chloro-1,2,4-thiadiazole), NC(=S)N (thiourea), O1CCCC1 (tetrahydrofuran). The solvent is O (water). Conditions: time 8.5 hour. The product is C(C=C)SC1=NSC(=N1)S (3-allylthio-1,2,4-thiadiazole-5-thiol). The yield is 57.4%. As a reaction SMILES: [CH2:1]([S:4][C:5]1[N:9]=[C:8](Cl)[S:7][N:6]=1)[CH:2]=[CH2:3].NC(N)=[S:13].O1CCCC1>O>[CH2:1]([S:4][C:5]1[N:9]=[C:8]([SH:13])[S:7][N:6]=1)[CH:2]=[CH2:3]. Procedure details: A mixture of 3-allylthio-5-chloro-1,2,4-thiadiazole (15.0 g), thiourea (5.95 g), tetrahydrofuran (45 ml) and water (15 ml) was gently boiled for 8.5 hours at 65° C. The reaction mixture was post-treated according to conventional manner to give powder of 3-allylthio-1,2,4-thiadiazole-5-thiol (8.5 g), mp. 107° to 108° C. Reaction SMILES: [NH2:1][C:2]1[CH:3]=[CH:4][C:5]2[C:11]([CH3:13])([CH3:12])[CH2:10][CH2:9][C:8](=[O:14])[N:7](CC)[C:6]=2[CH:17]=1.Cl[C:19]1[N:24]=[C:23]([NH:25][C:26]2[CH:35]=[CH:34][CH:33]=[CH:32][C:27]=2[O:28][CH2:29][C:30]#[N:31])[C:22]([Cl:36])=[CH:21][N:20]=1>>[Cl:36][C:22]1[C:23]([NH:25][C:26]2[CH:35]=[CH:34][CH:33]=[CH:32][C:27]=2[O:28][CH2:29][C:30]#[N:31])=[N:24][C:19]([NH:1][C:2]2[CH:3]=[CH:4][C:5]3[C:11]([CH3:12])([CH3:13])[CH2:10][CH2:9][C:8](=[O:14])[NH:7][C:6]=3[CH:17]=2)=[N:20][CH:21]=1. Reported procedure: The title compound was prepared with a procedure analogous to that used to prepare example 381 by combining 8-Amino-1-ethyl-5,5-dimethyl-1,3,4,5-tetrahydro-benzo[b]azepin-2-one and [2-(2,5-Dichloro-pyrimidin-4-ylamino)-phenoxy]-acetonitrile to yield a yellow solid. LCMS: m/z=463.13 (M+H+), 1H NMR (400 MHz, CDCl3) δ 8.30 (d, 1H, J=7.8 Hz), 8.12 (s, 1H), 7.51 (s, 1H), 7.46 (s, 1H), 7.33 (d, 1H, J=8.6 Hz), 7.13 (m, 6H), 4.90 (s, 2H), 2.43 (m, 2H), 2.11 (m, 2H), 1.41 (s, 6H). The product is ClC=1C(=NC(=NC1)NC=1C=CC2=C(NC(CCC2(C)C)=O)C1)NC1=C(OCC#N)C=CC=C1 ({2-[5-Chloro-2-(5,5-dimethyl-2-oxo-2,3,4,5-tetrahydro-1H-benzo[b]azepin-8-ylamino)-pyrimidin-4-ylamino]-phenoxy}-acetonitrile). Reactants: NC=1C=CC2=C(N(C(CCC2(C)C)=O)CC)C1 (8-Amino-1-ethyl-5,5-dimethyl-1,3,4,5-tetrahydro-benzo[b]azepin-2-one), ClC1=NC=C(C(=N1)NC1=C(OCC#N)C=CC=C1)Cl ([2-(2,5-Dichloro-pyrimidin-4-ylamino)-phenoxy]-acetonitrile). The reactants are [BH4-], Cc1[nH]c(-c2cccnc2)nc1C(=O)CN1CCN(c2ccccc2)CC1, CC(=O)O, CO, [Na+]. Yields the product Cc1[nH]c(-c2cccnc2)nc1C(O)CN1CCN(c2ccccc2)CC1. RXN SMILES: [BH4-:28].[CH3:1][c:2]1[c:3]([C:13]([CH2:14][N:15]2[CH2:16][CH2:17][N:18]([c:21]3[cH:22][cH:23][cH:24][cH:25][cH:26]3)[CH2:19][CH2:20]2)=[O:27])[n:4][c:5](-[c:7]2[cH:8][n:9][cH:10][cH:11][cH:12]2)[nH:6]1.[CH3:30][C:31](=[O:32])[OH:33].[CH3:34][OH:35].[Na+:29]>>[CH3:1][c:2]1[c:3]([CH:13]([CH2:14][N:15]2[CH2:16][CH2:17][N:18]([c:21]3[cH:22][cH:23][cH:24][cH:25][cH:26]3)[CH2:19][CH2:20]2)[OH:27])[n:4][c:5](-[c:7]2[cH:8][n:9][cH:10][cH:11][cH:12]2)[nH:6]1.